This data is from the Open Reaction Database (ORD), a public repository of structured organic reaction records. The task is: describe an organic reaction: reactants, conditions, products, and yield Reactants: ClC1=C(CBr)C(=CC=C1)[N+](=O)[O-] (2-chloro-6-nitrobenzyl bromide), CC1(C(NOC1)=O)C (4,4-dimethyl-3-isoxazolidinone), C([O-])([O-])=O.[K+].[K+] (potassium carbonate), C(C)(=O)OCC (ethyl acetate). Reagents/catalysts: O1CCOCCOCCOCCOCCOCC1 (1,4,7,10,13,16-hexaoxacyclooctadecane). The solvent is C(C)#N (acetonitrile). Conditions: time 8 hour. Yields the product ClC1=C(C(=CC=C1)[N+](=O)[O-])CN1OCC(C1=O)(C)C (2-[(2-chloro-6-nitrophenyl)methyl]-4,4-dimethyl-3-isoxazolidinone). The yield is 52.7%. RXN SMILES: [Cl:1][C:2]1[CH:9]=[CH:8][CH:7]=[C:6]([N+:10]([O-:12])=[O:11])[C:3]=1[CH2:4]Br.[CH3:13][C:14]1([CH3:20])[CH2:18][O:17][NH:16][C:15]1=[O:19].C(=O)([O-])[O-].[K+].[K+].C(OCC)(=O)C>C(#N)C.O1CCOCCOCCOCCOCCOCC1>[Cl:1][C:2]1[CH:9]=[CH:8][CH:7]=[C:6]([N+:10]([O-:12])=[O:11])[C:3]=1[CH2:4][N:16]1[C:15](=[O:19])[C:14]([CH3:20])([CH3:13])[CH2:18][O:17]1 |f:2.3.4|. Reported procedure: A mixture of 2-chloro-6-nitrobenzyl bromide (17.5 g, 0.07 mole), 4,4-dimethyl-3-isoxazolidinone (11.5 g, 0.1 mole), potassium carbonate (13.8 g, 0.1 mole), and 1,4,7,10,13,16-hexaoxacyclooctadecane (0.5 g, 0.002 mole) in acetonitrile (500 ml) was stirred at ambient temperature overnight. The reaction mixture was poured into ethyl acetate (500 ml) and the mixture washed with water (3×200 ml). The dried (magnesium sulfate) ethyl acetate layer was concentrated under reduced pressure to yield a liqu... Starting materials: C(C(O)CC(=O)O)(=O)O (DL-malic acid), O1COCC1 (dioxolane), COC(C)(C)OC (2,2-dimethoxypropane). Run in C1(=CC=CC=C1)C (toluene). Yields the product CC1(OC(C(O1)CC(=O)O)=O)C ((2,2-dimethyl-5-oxo-[1,3]dioxolan-4-yl)-acetic acid). RXN SMILES: [C:1]([OH:9])(=[O:8])[CH:2]([CH2:4][C:5]([OH:7])=[O:6])[OH:3].O1CCOC1.CO[C:17](OC)([CH3:19])[CH3:18]>C1(C)C=CC=CC=1>[CH3:18][C:17]1([CH3:19])[O:3][CH:2]([CH2:4][C:5]([OH:7])=[O:6])[C:1](=[O:9])[O:8]1. Procedure: Marketed DL-malic acid (with the 4 reference on the above schema) is protected in the dioxolane form in toluene reflux, in the presence of 2,2-dimethoxypropane. The reaction is quantitative. The obtained product (with the 5 reference in the above schema) is directly engaged in the following step. Reactants: FC(S(=O)(=O)O)(F)F (trifluoromethane sulfonic acid), O[C@@H]1[C@@H](CCC1)C(=O)OCC (ethyl cis-2-hydroxy-1-cyclopentane carboxylate), C(Cl)(Cl)Cl (chloroform), ClC=1C=C(CN=C(C(Cl)(Cl)Cl)[O-])C=CC1Cl (3,4-dichlorobenzyl-2,2,2-trichloroacetimidate). Solvent: CCCCCC (normal hexane). Run at time 3 hour. Product: C(C1=CC=CC=C1)O[C@@H]1[C@@H](CCC1)C(=O)OCC (ethyl cis-2-benzyloxy-1-cyclopentane carboxylate). Reaction SMILES: [OH:1][C@H:2]1[CH2:6][CH2:5][CH2:4][C@H:3]1[C:7]([O:9][CH2:10][CH3:11])=[O:8].C(Cl)(Cl)Cl.Cl[C:17]1[CH:18]=[C:19]([CH:28]=[CH:29][C:30]=1Cl)[CH2:20]N=C([O-])C(Cl)(Cl)Cl.FC(F)(F)S(O)(=O)=O>CCCCCC>[CH2:20]([O:1][C@H:2]1[CH2:6][CH2:5][CH2:4][C@H:3]1[C:7]([O:9][CH2:10][CH3:11])=[O:8])[C:19]1[CH:28]=[CH:29][CH:30]=[CH:17][CH:18]=1. Reported procedure: To a mixture of 1.00 g of ethyl cis-2-hydroxy-1-cyclopentane carboxylate, 8.00 mL of chloroform, 16.0 mL of normal hexane, and 1.77 mL of 3,4-dichlorobenzyl-2,2,2-trichloroacetimidate was added 0.335 mL of trifluoromethane sulfonic acid at room temperature under a nitrogen atmosphere, followed by stirring for 3 hours. The insoluble materials were removed by filtration, and to the filtrate was added a saturated aqueous sodium hydrogen carbonate solution under ice-cooling to adjust the pH to about... The reactants are Cc1ccccc1, CCCn1c(=O)c(-c2ccccc2)c2n(c1=O)CCC(O)S2, Cc1ccc(S(=O)(=O)O)cc1. Yields the product CCCn1c(=O)c(-c2ccccc2)c2n(c1=O)CC=CS2. As a reaction SMILES: [CH3:34][c:35]1[cH:36][cH:37][cH:38][cH:39][cH:40]1.[OH:12][CH:13]1[CH2:14][CH2:15][n:16]2[c:17]([c:19](-[c:28]3[cH:29][cH:30][cH:31][cH:32][cH:33]3)[c:20](=[O:27])[n:21]([CH2:24][CH2:25][CH3:26])[c:22]2=[O:23])[S:18]1.[c:1]1([CH3:2])[cH:3][cH:4][c:5]([S:6]([OH:7])(=[O:8])=[O:9])[cH:10][cH:11]1>>[CH:13]1=[CH:14][CH2:15][n:16]2[c:17]([c:19](-[c:28]3[cH:29][cH:30][cH:31][cH:32][cH:33]3)[c:20](=[O:27])[n:21]([CH2:24][CH2:25][CH3:26])[c:22]2=[O:23])[S:18]1. The reactants are solution, C(CCC)[Li] (n-butyl lithium), CCCCCC (hexane), CN(C)CCN(C)C (TMEDA), C(C)C12C(=O)OC(NC1C=CC=C2CCC)=O (1-ethyl-6-1-propylisatoic anhydride), C1(CCCC2=CC=CC=C12)=O (1-tetralone). Run in C1CCOC1 (THF), [Cl-].[NH4+] (ammonium chloride), C1CCOC1 (THF). Product: C(C)C1=CC2=C(CCC=3C(C=4C=C(C=CC4NC23)C(C)C)=O)C=C1 (2-Ethyl-9-isopropyl-6,12-dihydrobenzo[c]acridin-7(5H)-one). As a reaction SMILES: [CH2:1]([Li])[CH2:2][CH2:3][CH3:4].[CH3:6][CH2:7][CH2:8]CCC.CN(CCN(C)C)C.[C:20]1(=O)[C:29]2[C:24](=[CH:25]C=CC=2)[CH2:23][CH2:22][CH2:21]1.C([C:33]12[C:43](CCC)=[CH:42][CH:41]=[CH:40][CH:39]1[NH:38][C:37](=O)[O:36][C:34]2=O)C>C1COCC1.[Cl-].[NH4+]>[CH2:3]([C:2]1[CH:1]=[CH:25][C:24]2[CH2:29][CH2:20][C:21]3[C:34](=[O:36])[C:33]4[CH:43]=[C:42]([CH:7]([CH3:8])[CH3:6])[CH:41]=[CH:40][C:39]=4[NH:38][C:37]=3[C:23]=2[CH:22]=1)[CH3:4] |f:6.7|. Reported procedure: To a 1.6M solution of n-butyl lithium in hexane (1.6 mL, 2.6 mmol) was added TMEDA (0.4 mL, 2.6 mmol) under argon atmosphere at room temperature with stirring. To this was added with ice cooling a solution of 1-tetralone (0.38 g, 2.6 mmol) in anhydrous THF followed by stirring for 1 hour under ice cooling. Thereafter, a solution of 1-ethyl-6-1-propylisatoic anhydride (0.3 g, 1.3 mmol) in anhydrous THF was added dropwise followed by stirring at room temperature for 1.5 hours. The reaction mixture... Starting materials: FC(C=1C=CC2=C(NC(=N2)C2=CC=CC3=C2OCCN3)C1)(F)F (8-(6-(trifloromethyl)-1H-benzo[d]imidazol-2-yl)-3,4-dihydro-2H-benzo[b][1,4]oxazine), ClC1=NC=C(C=C1Cl)Cl (2,3,5-trichloropyridine), ClC1=NC=CC=C1Cl (2,3-dichloropyridine). Yields the product ClC=1C(=NC=C(C1)Cl)N1CCOC2=C1C=CC=C2C2=NC1=C(N2)C=C(C=C1)C(F)(F)F (4-(3,5-dichloro-pyridin-2-yl)-8-(6-trifluoromethyl-1H-benzimidazol-2-yl)-3,4-dihydro-2H-benzo[1,4]oxazine). The yield is 89.0%. As a reaction SMILES: [F:1][C:2]([F:23])([F:22])[C:3]1[CH:4]=[CH:5][C:6]2[N:10]=[C:9]([C:11]3[C:16]4[O:17][CH2:18][CH2:19][NH:20][C:15]=4[CH:14]=[CH:13][CH:12]=3)[NH:8][C:7]=2[CH:21]=1.Cl[C:25]1[C:30]([Cl:31])=[CH:29][C:28]([Cl:32])=[CH:27][N:26]=1.ClC1C(Cl)=CC=CN=1>>[Cl:31][C:30]1[C:25]([N:20]2[C:15]3[CH:14]=[CH:13][CH:12]=[C:11]([C:9]4[NH:8][C:7]5[CH:21]=[C:3]([C:2]([F:22])([F:1])[F:23])[CH:4]=[CH:5][C:6]=5[N:10]=4)[C:16]=3[O:17][CH2:18][CH2:19]2)=[N:26][CH:27]=[C:28]([Cl:32])[CH:29]=1. Procedure: The procedure of Example 6 was repeated except for using 8-(6-(trifloromethyl)-1H-benzo[d]imidazol-2-yl)-3,4-dihydro-2H-benzo[b][1,4]oxazine and 2,3,5-trichloropyridine instead of 4-(5-tert-butyl-1H-benzo[d]imidazol-2-yl)benzenamine and 2,3-dichloropyridine in Example 6 respectively to obtain the title compound (4.1 g, yield: 89%).